The task is: describe an organic reaction: reactants, conditions, products, and yield. This data is from the Open Reaction Database (ORD), a public repository of structured organic reaction records. Solvent: C(C)O (ethanol). Procedure: In 50 ml of ethanol was dissolved 4.0 g (13 mmol) of the 4-(4-(4-n-butylcyclohexyl)-1-cyclohexenyl)cyclohexanone described above, and the solution was cooled down to 0° C. Sodium borohydride in an amount of 0.25 g (6.6 mmol) was gradually added thereto such that the liquid temperature did not exceed 15° C., and the mixture was stirred for 1 hour. Water in an amount of 50 ml was added to the reaction solution, the product thus formed was extracted with ether, the extract was washed with 1N hydroc... Reactants: C(CCC)C1CCC(CC1)C1CC=C(CC1)C1CCC(CC1)=O (4-(4-(4-n-butylcyclohexyl)-1-cyclohexenyl)cyclohexanone), [BH4-].[Na+] (Sodium borohydride), O (Water). Isolated yield 38.5%. The product is C(CCC)C1CCC(CC1)C1CC=C(CC1)C1CCC(CC1)O (4-(4-(4-n-butylcyclohexyl)-1-cyclohexenyl)cyclohexanol). Reaction SMILES: [CH2:1]([CH:5]1[CH2:10][CH2:9][CH:8]([CH:11]2[CH2:16][CH2:15][C:14]([CH:17]3[CH2:22][CH2:21][C:20](=[O:23])[CH2:19][CH2:18]3)=[CH:13][CH2:12]2)[CH2:7][CH2:6]1)[CH2:2][CH2:3][CH3:4].[BH4-].[Na+].O>C(O)C>[CH2:1]([CH:5]1[CH2:6][CH2:7][CH:8]([CH:11]2[CH2:16][CH2:15][C:14]([CH:17]3[CH2:18][CH2:19][CH:20]([OH:23])[CH2:21][CH2:22]3)=[CH:13][CH2:12]2)[CH2:9][CH2:10]1)[CH2:2][CH2:3][CH3:4] |f:1.2|. Conditions: temperature 0 celsius, time 1 hour. The solvent is O.CO (water methanol). The reactants are C(#N)C1=CC=C(C(=O)N[C@H](CC2=CC=C(OCC(=O)OC(C)(C)C)C=C2)CO)C=C1 (t-butyl p-[(R)-2-(p-cyanobenzamido)-3-hydroxypropyl]phenoxyacetate), S.N1=CC=CC=C1 (H2S pyridine), CI.CC(=O)C (CH3I acetone), NH4OAc methanol. RXN SMILES: [C:1]([C:3]1[CH:30]=[CH:29][C:6]([C:7]([NH:9][C@@H:10]([CH2:27][OH:28])[CH2:11][C:12]2[CH:26]=[CH:25][C:15]([O:16][CH2:17][C:18]([O:20][C:21]([CH3:24])([CH3:23])[CH3:22])=[O:19])=[CH:14][CH:13]=2)=[O:8])=[CH:5][CH:4]=1)#[N:2].S.[N:32]1C=CC=CC=1.CI.CC(C)=O>O.CO>[C:1]([C:3]1[CH:4]=[CH:5][C:6]([C:7]([NH:9][C@@H:10]([CH2:27][OH:28])[CH2:11][C:12]2[CH:26]=[CH:25][C:15]([O:16][CH2:17][C:18]([O:20][C:21]([CH3:22])([CH3:23])[CH3:24])=[O:19])=[CH:14][CH:13]=2)=[O:8])=[CH:29][CH:30]=1)(=[NH:32])[NH2:2] |f:1.2,3.4,5.6|. Reported procedure: 3.14 g of t-butyl p-[(R)-2-(p-cyanobenzamido)-3-hydroxypropyl]phenoxyacetate were successively reacted with H2S/pyridine, CH3I/acetone and NH4OAc/methanol as described in Example 1. After chromatography on silica gel with water/methanol (100:0 1:1), 1.2 g of t-butyl p-[(R)-2-(p-amidinobenzamido)-3-hydroxypropyl]phenoxyacetate were obtained in the form of a white foam. MS: 428 (M+1). Yields the product C(N)(=N)C1=CC=C(C(=O)N[C@H](CC2=CC=C(OCC(=O)OC(C)(C)C)C=C2)CO)C=C1 (t-butyl p-[(R)-2-(p-amidinobenzamido)-3-hydroxypropyl]phenoxyacetate). Reactants: O=C([O-])[O-], CC(C)N=C=NC(C)C, Cl, Cl, [Cs+], [Cs+], S=C=Nc1cc2ccccc2cn1, NCC1(O)CN2CCCC1C2, CN(C)C=O. Product: c1ccc2cc(NC3=NCC4(CN5CCCC4C5)O3)ncc2c1. As a reaction SMILES: [C:27](=[O:28])([O-:29])[O-:30].[CH3:33][CH:34]([N:35]=[C:36]=[N:37][CH:38]([CH3:39])[CH3:40])[CH3:41].[ClH:1].[ClH:2].[Cs+:31].[Cs+:32].[N:14](=[C:15]=[S:16])[c:17]1[n:18][cH:19][c:20]2[cH:21][cH:22][cH:23][cH:24][c:25]2[cH:26]1.[NH2:3][CH2:4][C:5]1([OH:13])[CH:6]2[CH2:7][CH2:8][CH2:9][N:10]([CH2:11]1)[CH2:12]2.[O:42]=[CH:43][N:44]([CH3:45])[CH3:46]>>[N:3]1=[C:15]([NH:14][c:17]2[n:18][cH:19][c:20]3[cH:21][cH:22][cH:23][cH:24][c:25]3[cH:26]2)[O:13][C:5]2([CH2:4]1)[CH:6]1[CH2:7][CH2:8][CH2:9][N:10]([CH2:11]2)[CH2:12]1.